This data is from the Open Reaction Database (ORD), a public repository of structured organic reaction records. The task is: describe an organic reaction: reactants, conditions, products, and yield The reactants are N1([C@H](C(=O)O)CCC1)C(=O)OCC1=CC=CC=C1 (Cbz-Pro), Cl.NNC(=O)N (semicarbazide hydrochloride), C=1C=CC2=C(C1)N=NN2O (HOBt), C1CCC(CC1)N=C=NC2CCCCC2 (DCC). Run in CN(C)C=O (DMF), C(C)N(CC)CC (triethylamine). Product: N1([C@H](C(=O)NNC(=O)N)CCC1)C(=O)OCC1=CC=CC=C1 (Cbz-Pro-azaGlyNH2). Reaction SMILES: [N:1]1([C:9]([O:11][CH2:12][C:13]2[CH:18]=[CH:17][CH:16]=[CH:15][CH:14]=2)=[O:10])[CH2:8][CH2:7][CH2:6][C@H:2]1[C:3]([OH:5])=O.Cl.[NH2:20][NH:21][C:22]([NH2:24])=[O:23].C1C=CC2N(O)N=NC=2C=1.C1CCC(N=C=NC2CCCCC2)CC1>CN(C=O)C.C(N(CC)CC)C>[N:1]1([C:9]([O:11][CH2:12][C:13]2[CH:18]=[CH:17][CH:16]=[CH:15][CH:14]=2)=[O:10])[CH2:8][CH2:7][CH2:6][C@H:2]1[C:3]([NH:20][NH:21][C:22]([NH2:24])=[O:23])=[O:5] |f:1.2|. Reported procedure: To a solution of Cbz-Pro (1.25 g), semicarbazide hydrochloride (5.5 g), and HOBt (6.75 g) in DMF (100 mL) is added triethylamine (7.5 mL) and DCC (10.5 g) at 0° C. with stirring. The reaction is stirred at 0° C. for 24 hours. The precipitate is filtered and the filtrate is concentrated in vacuo. The residue is triturated with saturated NaHCO3 solution, filtered, washed with water and dried to give Cbz-Pro-azaGlyNH2. Cbz-Pro-azaGlyNH2 (10 g) is catalytically hydrogenated in (1:1) methanol/DMF at ...